From a dataset of the Open Reaction Database (ORD), a public repository of structured organic reaction records. describe an organic reaction: reactants, conditions, products, and yield The reactants are ClCCl, Cc1ccc(C(=O)NC(C)C)cc1-c1nc(S(C)=O)nc2c1CNC(=O)N2c1c(F)cccc1F, C1CCN(C2CCNCC2)C1. The product is Cc1ccc(C(=O)NC(C)C)cc1-c1nc(N2CCC(N3CCCC3)CC2)nc2c1CNC(=O)N2c1c(F)cccc1F. As a reaction SMILES: [Cl:47][CH2:48][Cl:49].[F:1][c:2]1[c:3]([N:9]2[C:10](=[O:35])[NH:11][CH2:12][c:13]3[c:14]2[n:15][c:16]([S:32]([CH3:33])=[O:34])[n:17][c:18]3-[c:19]2[cH:20][c:21]([C:22](=[O:23])[NH:24][CH:25]([CH3:26])[CH3:27])[cH:28][cH:29][c:30]2[CH3:31])[c:4]([F:8])[cH:5][cH:6][cH:7]1.[N:36]1([CH:41]2[CH2:42][CH2:43][NH:44][CH2:45][CH2:46]2)[CH2:37][CH2:38][CH2:39][CH2:40]1>>[F:1][c:2]1[c:3]([N:9]2[C:10](=[O:35])[NH:11][CH2:12][c:13]3[c:14]2[n:15][c:16]([N:44]2[CH2:43][CH2:42][CH:41]([N:36]4[CH2:37][CH2:38][CH2:39][CH2:40]4)[CH2:46][CH2:45]2)[n:17][c:18]3-[c:19]2[cH:20][c:21]([C:22](=[O:23])[NH:24][CH:25]([CH3:26])[CH3:27])[cH:28][cH:29][c:30]2[CH3:31])[c:4]([F:8])[cH:5][cH:6][cH:7]1. Starting materials: CS(=O)(=O)c1nccc(-n2cnc3ccccc32)n1, NCc1cccc(Cl)c1. Yields the product Clc1cccc(CNc2nccc(-n3cnc4ccccc43)n2)c1. As a reaction SMILES: [CH3:1][S:2](=[O:3])(=[O:4])[c:5]1[n:6][cH:7][cH:8][c:9](-[n:11]2[cH:12][n:13][c:14]3[c:15]2[cH:16][cH:17][cH:18][cH:19]3)[n:10]1.[Cl:20][c:21]1[cH:22][c:23]([CH2:24][NH2:25])[cH:26][cH:27][cH:28]1>>[c:5]1([NH:25][CH2:24][c:23]2[cH:22][c:21]([Cl:20])[cH:28][cH:27][cH:26]2)[n:6][cH:7][cH:8][c:9](-[n:11]2[cH:12][n:13][c:14]3[c:15]2[cH:16][cH:17][cH:18][cH:19]3)[n:10]1. Starting materials: [BH4-], CC(C)(C)c1cc(C=O)cc(C(C)(C)C)c1O, CC(=O)[O-], CCO, Cl, Cc1cc(C)c2c(c1O)C(N)CC2, [Na+], [Na+], O. Product: Cc1cc(C)c2c(c1O)C(NCc1cc(C(C)(C)C)c(O)c(C(C)(C)C)c1)CC2. RXN SMILES: [BH4-:31].[C:14]([CH3:15])([CH3:16])([CH3:17])[c:18]1[cH:19][c:20]([CH:21]=[O:22])[cH:23][c:24]([C:27]([CH3:28])([CH3:29])[CH3:30])[c:25]1[OH:26].[CH3:35][C:36](=[O:37])[O-:38].[CH3:39][CH2:40][OH:41].[ClH:33].[NH2:1][CH:2]1[CH2:3][CH2:4][c:5]2[c:6]([CH3:13])[cH:7][c:8]([CH3:12])[c:9]([OH:11])[c:10]21.[Na+:32].[Na+:34].[OH2:42]>>[NH:1]([CH:2]1[CH2:3][CH2:4][c:5]2[c:6]([CH3:13])[cH:7][c:8]([CH3:12])[c:9]([OH:11])[c:10]21)[CH2:21][c:20]1[cH:19][c:18]([C:14]([CH3:15])([CH3:16])[CH3:17])[c:25]([OH:26])[c:24]([C:27]([CH3:28])([CH3:29])[CH3:30])[cH:23]1. Starting materials: [Si](C)(C)(C(C)(C)C)O[C@@H]1CN(CC[C@H]1N1CCOCC1)C(=O)OCC1=CC=CC=C1 ((+/−)-(3R,4R)-benzyl 3-((tert-butyldimethylsilyl)oxy)-4-morpholinopiperidine-1-carboxylate). The reagents and catalysts are [Pd] (Pd/C). The solvent is CO (methanol). Product: [Si](C)(C)(C(C)(C)C)O[C@@H]1CNCC[C@H]1N1CCOCC1 ((+/−)-4-((3R,4R)-3-((tert-butyldimethylsilyl)oxy)piperidin-4-yl)morpholine). The yield is 93.5%. RXN SMILES: [Si:1]([O:8][C@H:9]1[C@H:14]([N:15]2[CH2:20][CH2:19][O:18][CH2:17][CH2:16]2)[CH2:13][CH2:12][N:11](C(OCC2C=CC=CC=2)=O)[CH2:10]1)([C:4]([CH3:7])([CH3:6])[CH3:5])([CH3:3])[CH3:2]>CO.[Pd]>[Si:1]([O:8][C@H:9]1[C@H:14]([N:15]2[CH2:16][CH2:17][O:18][CH2:19][CH2:20]2)[CH2:13][CH2:12][NH:11][CH2:10]1)([C:4]([CH3:7])([CH3:5])[CH3:6])([CH3:2])[CH3:3]. Reported procedure: A mixture of (+/−)-(3R,4R)-benzyl 3-((tert-butyldimethylsilyl)oxy)-4-morpholinopiperidine-1-carboxylate (Isomer A, 0.43 g, 0.989 mmol) and Pd/C (0.063 g, 0.030 mmol) in methanol (20 mL) was hydrogenated at 30 psi overnight. The reaction mixture was filtered through a pad of Celite and the filtrate was concentrated in vacuo. (+/−)-4-((3R,4R)-3-((tert-butyldimethylsilyl)oxy)piperidin-4-yl)morpholine (278 mg) was obtained as a colorless oil. The crude was used without purification. Reactants: resultant mixture, NC1[C@@H]2N(C(=CCS2)C(=O)O)C1=O (7-amino-3-cephem-4-carboxylic acid), C[Si](C)(C)CC(=O)N (trimethylsilylacetamide), C[Si](C)(C)C(C(=O)N)[Si](C)(C)C (bis(trimethylsilyl)acetamide), C(=O)NC=1SC=C(N1)C(C(=O)O)=NOCC=1N=C(SC1)C (2-(2-Formamidothiazol-4-yl)-2-(2-methylthiazol-4-yl-methoxyimino)acetic acid), P(=O)(Cl)(Cl)Cl (phosphoryl chloride). Run in O (Water), C(C)(=O)OC (methyl acetate), C(C)OC(C)=O (ethylacetate), CN(C=O)C (N,N-dimethylformamide). Yields the product C(=O)NC=1SC=C(N1)C(C(=O)NC1[C@@H]2N(C(=CCS2)C(=O)O)C1=O)=NOCC=1N=C(SC1)C (7-[2-(2-formamidothiazol-4-yl)-2-(2-methylthiazol-4-yl methoxyimino)acetamido]-3-cephem-4-carboxylic acid). The yield is 61.8%. RXN SMILES: [CH:1]([NH:3][C:4]1[S:5][CH:6]=[C:7]([C:9](=[N:13][O:14][CH2:15][C:16]2[N:17]=[C:18]([CH3:21])[S:19][CH:20]=2)[C:10]([OH:12])=O)[N:8]=1)=[O:2].P(Cl)(Cl)(Cl)=O.[NH2:27][CH:28]1[C:38](=[O:39])[N:30]2[C:31]([C:35]([OH:37])=[O:36])=[CH:32][CH2:33][S:34][C@H:29]12.C[Si](CC(N)=O)(C)C.C[Si](C([Si](C)(C)C)C(N)=O)(C)C>C(OC)(=O)C.O.C(OC(=O)C)C.CN(C)C=O>[CH:1]([NH:3][C:4]1[S:5][CH:6]=[C:7]([C:9](=[N:13][O:14][CH2:15][C:16]2[N:17]=[C:18]([CH3:21])[S:19][CH:20]=2)[C:10]([NH:27][CH:28]2[C:38](=[O:39])[N:30]3[C:31]([C:35]([OH:37])=[O:36])=[CH:32][CH2:33][S:34][C@H:29]23)=[O:12])[N:8]=1)=[O:2]. Procedure: 2-(2-Formamidothiazol-4-yl)-2-(2-methylthiazol-4-yl-methoxyimino)acetic acid (syn isomer, 0.50 g.), N,N-dimethylformamide (0.123 g.), phosphoryl chloride (0.259 g.) and ethylacetate (6 ml.) were treated in a similar manner to that of Example 1-(1) to give an activated acid solution. The solution and a solution of 7-amino-3-cephem-4-carboxylic acid (0.306 g.), trimethylsilylacetamide (1.03 g.), and bis(trimethylsilyl)acetamide (0.90 ml.) in methyl acetate (3 ml.) were treated in a similar manner ...